This data is from the Open Reaction Database (ORD), a public repository of structured organic reaction records. The task is: describe an organic reaction: reactants, conditions, products, and yield Reactants: B(OC(C)C)(OC(C)C)OC(C)C (tri-isopropyl borate), Grignard Reagent, C(CCCCC)OC1=CC=C(C=C1)Br (4-n-Hexyloxybromobenzene), Mg, Cl (HCl). Solvent: C1CCOC1 (THF), C1CCOC1 (THF). The product is C(CCCCC)OC1=CC=C(C=C1)B(O)O (4-n-Hexyloxyphenylboronic acid). Reaction SMILES: [CH2:1]([O:7][C:8]1[CH:13]=[CH:12][C:11](Br)=[CH:10][CH:9]=1)[CH2:2][CH2:3][CH2:4][CH2:5][CH3:6].[B:15](OC(C)C)([O:20]C(C)C)[O:16]C(C)C.Cl>C1COCC1>[CH2:1]([O:7][C:8]1[CH:13]=[CH:12][C:11]([B:15]([OH:20])[OH:16])=[CH:10][CH:9]=1)[CH2:2][CH2:3][CH2:4][CH2:5][CH3:6]. Procedure details: A solution of the Grignard Reagent prepared from 1A (72 g) and Mg (7.75 g) in dry THF 250 ml) is added dropwise to a stirred, cooled (-78° C.) solution of tri-isopropyl borate (109.1 g) in dry THF 40 ml) under dry N2. The stirred mixture is allowed to warm to room temperature overnight and stirred with 10% HCl (320 ml) at room temperature for 1 hr. The product is extracted into ether twice, and the combined etheral extracts are washed with water and dried (MgSO4). Solvent is removed in vacuo to ...